From a dataset of the Open Reaction Database (ORD), a public repository of structured organic reaction records. describe an organic reaction: reactants, conditions, products, and yield Reactants: C(C1=CC=CC=C1)N1C=NC=C1C(CC)=O (1-(3-benzyl-3H-imidazol-4-yl)-propan-1-one), COC1=CC=C2CCC(C2=C1)=O (6-methoxyindan-1-one). Product: COC1=CC=C2CCC(C2=C1)C(CC)C=1N=CNC1 (4-[1-(6-Methoxyindan-1-yl)-propyl]-1H-imidazole). As a reaction SMILES: C([N:8]1[C:12]([C:13](=O)[CH2:14][CH3:15])=[CH:11][N:10]=[CH:9]1)C1C=CC=CC=1.[CH3:17][O:18][C:19]1[CH:27]=[C:26]2[C:22]([CH2:23][CH2:24][C:25]2=O)=[CH:21][CH:20]=1>>[CH3:17][O:18][C:19]1[CH:27]=[C:26]2[C:22]([CH2:23][CH2:24][CH:25]2[CH:13]([C:12]2[N:8]=[CH:9][NH:10][CH:11]=2)[CH2:14][CH3:15])=[CH:21][CH:20]=1. Reported procedure: The procedure of Example 12 is repeated except that 1-(3-benzyl-3H-imidazol-4-yl)-propan-1-one is used in place of 3-benzyl-3H-imidazole-4-carbaldehyde and 6-methoxyindan-1-one is used in place of 1-indanone. The product is a mixture of two diastereomers (1:1). Starting materials: CC(O)C#CC(=C1CCN(C(=O)OC(C)(C)C)CC1)c1ccccc1, ClCCl, O=[Mn]=O. The product is CC(=O)C#CC(=C1CCN(C(=O)OC(C)(C)C)CC1)c1ccccc1. Reaction SMILES: [C:1]([CH3:2])([CH3:3])([CH3:4])[O:5][C:6](=[O:7])[N:8]1[CH2:9][CH2:10][C:11](=[C:14]([C:15]#[C:16][CH:17]([CH3:18])[OH:19])[c:20]2[cH:21][cH:22][cH:23][cH:24][cH:25]2)[CH2:12][CH2:13]1.[Cl:26][CH2:27][Cl:28].[O:29]=[Mn:30]=[O:31]>>[C:1]([CH3:2])([CH3:3])([CH3:4])[O:5][C:6](=[O:7])[N:8]1[CH2:9][CH2:10][C:11](=[C:14]([C:15]#[C:16][C:17]([CH3:18])=[O:19])[c:20]2[cH:21][cH:22][cH:23][cH:24][cH:25]2)[CH2:12][CH2:13]1.